Task: describe an organic reaction: reactants, conditions, products, and yield. Dataset: the Open Reaction Database (ORD), a public repository of structured organic reaction records Reactants: NC1=NC=2C=C(C=CC2C2=C1N=C(N2CC(C)(C)O)COCC)O (4-Amino-2-ethoxymethyl-1-(2-hydroxy-2-methylpropyl)-1H-imidazo[4,5-c]quinolin-7-ol), Cl (HCl), C([O-])([O-])=O.[Cs+].[Cs+] (cesium carbonate), ClCC=1N=C(SC1)C (4-(chloromethyl)-2-methylthiazole). The reagents and catalysts are [Br-].C(CCC)[N+](CCCC)(CCCC)CCCC (tetrabutylammonium bromide). Run in C(C)N(CC)CC (triethylamine), CN(C)C=O (DMF). Run at time 8 hour. Product: NC1=NC=2C=C(C=CC2C2=C1N=C(N2CC(C)(O)C)COCC)OCC=2N=C(SC2)C (1-[4-amino-2-ethoxymethyl-7-(2-methylthiazol-4-ylmethoxy)-1H-imidazo[4,5-c]quinolin-1-yl]-2-methylpropan-2-ol). RXN SMILES: [NH2:1][C:2]1[C:11]2[N:12]=[C:13]([CH2:20][O:21][CH2:22][CH3:23])[N:14]([CH2:15][C:16]([OH:19])([CH3:18])[CH3:17])[C:10]=2[C:9]2[CH:8]=[CH:7][C:6]([OH:24])=[CH:5][C:4]=2[N:3]=1.C(=O)([O-])[O-].[Cs+].[Cs+].Cl[CH2:32][C:33]1[N:34]=[C:35]([CH3:38])[S:36][CH:37]=1.Cl>[Br-].C([N+](CCCC)(CCCC)CCCC)CCC.CN(C=O)C.C(N(CC)CC)C>[NH2:1][C:2]1[C:11]2[N:12]=[C:13]([CH2:20][O:21][CH2:22][CH3:23])[N:14]([CH2:15][C:16]([CH3:18])([OH:19])[CH3:17])[C:10]=2[C:9]2[CH:8]=[CH:7][C:6]([O:24][CH2:32][C:33]3[N:34]=[C:35]([CH3:38])[S:36][CH:37]=3)=[CH:5][C:4]=2[N:3]=1 |f:1.2.3,6.7|. Procedure: 4-Amino-2-ethoxymethyl-1-(2-hydroxy-2-methylpropyl)-1H-imidazo[4,5-c]quinolin-7-ol (100 mg, 0.3 mmol), cesium carbonate (488 mg, 1.5 mmol), 4-(chloromethyl)-2-methylthiazole.HCl (110 mg, 0.6 mmol), tetrabutylammonium bromide (96 mg, 0.3 mmol), triethylamine (0.5 ml), and DMF (10 mL) were combined and stirred at ambient temperature overnight. The reaction was concentrated under reduced pressure and dichloromethane was added to the residue. Undissolved solids were removed by filtration. The filtra... RXN SMILES: [ClH:1].[ClH:2].[ClH:3].[O:28]1[CH2:29][CH2:30][CH:31]([CH2:34][C:35](=[O:36])[OH:37])[CH2:32][CH2:33]1.[O:4]1[CH2:5][CH2:6][c:7]2[c:8]([N:13]3[CH2:14][CH2:15][N:16]([CH2:19][CH2:20][CH:21]4[CH2:22][CH2:23][CH:24]([NH2:27])[CH2:25][CH2:26]4)[CH2:17][CH2:18]3)[n:9][cH:10][cH:11][c:12]21>>[O:4]1[CH2:5][CH2:6][c:7]2[c:8]([N:13]3[CH2:14][CH2:15][N:16]([CH2:19][CH2:20][CH:21]4[CH2:22][CH2:23][CH:24]([NH:27][C:35]([CH2:34][CH:31]5[CH2:30][CH2:29][O:28][CH2:33][CH2:32]5)=[O:36])[CH2:25][CH2:26]4)[CH2:17][CH2:18]3)[n:9][cH:10][cH:11][c:12]21. The product is O=C(CC1CCOCC1)NC1CCC(CCN2CCN(c3nccc4c3CCO4)CC2)CC1. Reactants: Cl, Cl, Cl, O=C(O)CC1CCOCC1, NC1CCC(CCN2CCN(c3nccc4c3CCO4)CC2)CC1. Reaction SMILES: [NH2:1][C:2]1[N:7]=[C:6]([O:8][C:9]2[CH:10]=[C:11]3[C:15](=[CH:16][CH:17]=2)[NH:14][CH:13]=[CH:12]3)[CH:5]=[CH:4][N:3]=1.[BH3-]C#N.[Na+].[OH-].[Na+]>C(O)(=O)C>[NH2:1][C:2]1[N:7]=[C:6]([O:8][C:9]2[CH:10]=[C:11]3[C:15](=[CH:16][CH:17]=2)[NH:14][CH2:13][CH2:12]3)[CH:5]=[CH:4][N:3]=1 |f:1.2,3.4|. Reported procedure: A solution of 160 mg (0.70 mMol) of 5-(2-amino-pyrimidin-4-yloxy)-1H-indole in 4 ml acetic acid is cooled to 10-15° C. Then 222 mg (3.5 mMol) NaBH3CN are added. After 1 h stirring at rt, 8 g of ice are added. Then the mixture is made basic by addition of 1 N NaOH and extracted three times with EtOAc. The organic layers are washed with water and brine, dried (Na2SO4) and concentrated at rt in vacuo: MS: [M+1]+=229. Starting materials: [OH-].[Na+] (NaOH), NC1=NC=CC(=N1)OC=1C=C2C=CNC2=CC1 (5-(2-amino-pyrimidin-4-yloxy)-1H-indole), ice, [BH3-]C#N.[Na+] (NaBH3CN). Conditions: time 1 hour. Yields the product NC1=NC=CC(=N1)OC=1C=C2CCNC2=CC1 (5-(2-Amino-pyrimidin-4-yloxy)-2,3-dihydro-1H-indole). Solvent: C(C)(=O)O (acetic acid).